Dataset: the Open Reaction Database (ORD), a public repository of structured organic reaction records. Task: describe an organic reaction: reactants, conditions, products, and yield Reactants: COC([C@H](CC1=CC=C(C=C1)C1=CC=CC=C1)NC(C1=C(C=CC(=C1)Br)O)=O)=O (3-biphenyl-4-yl-2-(S)-(5-bromo-2-hydroxy-benzoylamino)-propionic acid methyl ester), C(C1=CC=CC=C1)Br (benzyl bromide). Yields the product COC([C@H](CC1=CC=C(C=C1)C1=CC=CC=C1)NC(C1=C(C=CC(=C1)Br)OCC1=CC=CC=C1)=O)=O (2-(S)-(2-Benzyloxy-5-bromo-benzoylamino)-3-biphenyl-4-yl-propionic acid methyl ester). Isolated yield 45.6%. As a reaction SMILES: [CH3:1][O:2][C:3](=[O:29])[C@@H:4]([NH:18][C:19](=[O:28])[C:20]1[CH:25]=[C:24]([Br:26])[CH:23]=[CH:22][C:21]=1[OH:27])[CH2:5][C:6]1[CH:11]=[CH:10][C:9]([C:12]2[CH:17]=[CH:16][CH:15]=[CH:14][CH:13]=2)=[CH:8][CH:7]=1.[CH2:30](Br)[C:31]1[CH:36]=[CH:35][CH:34]=[CH:33][CH:32]=1>>[CH3:1][O:2][C:3](=[O:29])[C@@H:4]([NH:18][C:19](=[O:28])[C:20]1[CH:25]=[C:24]([Br:26])[CH:23]=[CH:22][C:21]=1[O:27][CH2:30][C:31]1[CH:36]=[CH:35][CH:34]=[CH:33][CH:32]=1)[CH2:5][C:6]1[CH:7]=[CH:8][C:9]([C:12]2[CH:17]=[CH:16][CH:15]=[CH:14][CH:13]=2)=[CH:10][CH:11]=1. Procedure: 2-(S)-(2-Benzyloxy-5-bromo-benzoylamino)-3-biphenyl-4-yl-propionic acid methyl ester (82 mg) was prepared from 3-biphenyl-4-yl-2-(S)-(5-bromo-2-hydroxy-benzoylamino)-propionic acid methyl ester (150 mg, 0.33 mmol) and benzyl bromide (0.047 mL, 0.40 mmol) as described in general procedure G and purified over silica gel (7:3, DCM-hexanes). The reactants are Cl[O-].[Na+] (sodium hypochlorite), C(N)(=O)C1=C(CO)C=CC=C1 (2-carbamoyl-benzyl alcohol), C(C)(=O)OC(C)C (isopropyl acetate). The reagents and catalysts are CCCCCCCC[N+](C)(CCCCCCCC)CCCCCCCC.[Cl-] (Adogen 464), [Br-].[Na+] (sodium bromide). Conditions: temperature 50 celsius. Yields the product O=C1OCC2=C(N1)C=CC=C2 (2-oxo-dihydrobenzo[d][1,3]oxazine). The yield is 70.0%. As a reaction SMILES: [C:1]([C:4]1C=C[CH:9]=[CH:8][C:5]=1CO)(=O)[NH2:2].Cl[O-].[Na+].[C:15]([O:18][CH:19]([CH3:21])C)(=[O:17])C>CCCCCCCC[N+](CCCCCCCC)(CCCCCCCC)C.[Cl-].[Br-].[Na+]>[O:17]=[C:15]1[NH:2][C:1]2[CH:4]=[CH:5][CH:8]=[CH:9][C:21]=2[CH2:19][O:18]1 |f:1.2,4.5,6.7|. Procedure: 143 g (0.948 moles) of 2-carbamoyl-benzyl alcohol, 2.3 g (0.0226 moles) of sodium bromide, 6.7 g of Adogen 464 and 806 ml of isopropyl acetate were stirred together in a two liter flask and cooled in a water bath. 504 ml of a 14% w/v solution of sodium hypochlorite (1.0 mole) was added to the stirred mixture over 40 minutes and at 30° C. Vigorous agitation was maintained during the addition and for a further 2 hours. The two-phase reaction mixture was then warmed to 50° C. to dissolve all solids... Starting materials: Fc1cccc(-c2cn(C3CN4CCC3CC4)nc2OCc2ccccc2)c1, CCO, CC(C)OC(C)C, Cl. Yields the product Cl, Oc1nn(C2CN3CCC2CC3)cc1-c1cccc(F)c1. RXN SMILES: [CH2:2]([c:3]1[cH:4][cH:5][cH:6][cH:7][cH:8]1)[O:9][c:10]1[n:11][n:12]([CH:22]2[CH2:23][N:24]3[CH2:25][CH2:26][CH:27]2[CH2:28][CH2:29]3)[cH:13][c:14]1-[c:15]1[cH:16][c:17]([F:21])[cH:18][cH:19][cH:20]1.[CH3:30][CH2:31][OH:32].[CH:33]([O:34][CH:35]([CH3:36])[CH3:37])([CH3:38])[CH3:39].[ClH:1]>>[ClH:1].[OH:9][c:10]1[n:11][n:12]([CH:22]2[CH2:23][N:24]3[CH2:25][CH2:26][CH:27]2[CH2:28][CH2:29]3)[cH:13][c:14]1-[c:15]1[cH:16][c:17]([F:21])[cH:18][cH:19][cH:20]1. The reactants are CN(C=O)C (dimethylformamide), OCCCCCCCCCCCCC1=C(C=C(C(=C1O)OC)OC)C (6-(12-hydroxydodecyl)-2,3-dimethoxy-5-methylphenol), N1=CC=CC=C1 (pyridine), bis(4-hydroxysalicylidene)ethylenediiminocobalt(II). Solvent: O=O (oxygen). Product: OCCCCCCCCCCCCC1=C(C(C(=C(C1=O)OC)OC)=O)C (6-(12-hydroxydodecyl)-2,3-dimethoxy-5-methyl-1,4-benzoquinone). RXN SMILES: CN(C)[CH:3]=[O:4].[OH:6][CH2:7][CH2:8][CH2:9][CH2:10][CH2:11][CH2:12][CH2:13][CH2:14][CH2:15][CH2:16][CH2:17][CH2:18][C:19]1[C:24]([OH:25])=[C:23]([O:26][CH3:27])[C:22]([O:28][CH3:29])=[CH:21][C:20]=1C.N1C=CC=CC=1>O=O>[OH:6][CH2:7][CH2:8][CH2:9][CH2:10][CH2:11][CH2:12][CH2:13][CH2:14][CH2:15][CH2:16][CH2:17][CH2:18][C:19]1[C:24](=[O:25])[C:23]([O:26][CH3:27])=[C:22]([O:28][CH3:29])[C:3](=[O:4])[C:20]=1[CH3:21]. Reported procedure: To a dimethylformamide solution (30 ml) of 6-(12-hydroxydodecyl)-2,3-dimethoxy-5-methylphenol (1.7 g) are added pyridine (50 mg) and bis(4-hydroxysalicylidene)ethylenediiminocobalt(II) (36 mg), and the mixture is stirred in oxygen streams at atmospheric temperature and pressure for 72 hours. The reaction product is isolated as in Example 7 and recrystallized from ether. The above procedure yields 6-(12-hydroxydodecyl)-2,3-dimethoxy-5-methyl-1,4-benzoquinone (1.37 g), m.p. 63° C. Starting materials: BrC1=C(N=CN1CCOC)C1=NC=CC(=C1)C#N (2-[5-bromo-1-(2-methoxyethyl)-1H-imidazol-4-yl]pyridine-4-carbonitrile), ClC1=C(C=C(C=C1)B(O)O)F (4-chloro-3-fluorophenylboronic acid). Yields the product ClC1=C(C=C(C=C1)C1=C(N=CN1CCOC)C1=NC=CC(=C1)C#N)F (2-[5-(4-chloro-3-fluorophenyl)-1-(2-methoxyethyl)-1H-imidazol-4-yl]pyridine-4-carbonitrile). Reaction SMILES: Br[C:2]1[N:6]([CH2:7][CH2:8][O:9][CH3:10])[CH:5]=[N:4][C:3]=1[C:11]1[CH:16]=[C:15]([C:17]#[N:18])[CH:14]=[CH:13][N:12]=1.[Cl:19][C:20]1[CH:25]=[CH:24][C:23](B(O)O)=[CH:22][C:21]=1[F:29]>>[Cl:19][C:20]1[CH:25]=[CH:24][C:23]([C:2]2[N:6]([CH2:7][CH2:8][O:9][CH3:10])[CH:5]=[N:4][C:3]=2[C:11]2[CH:16]=[C:15]([C:17]#[N:18])[CH:14]=[CH:13][N:12]=2)=[CH:22][C:21]=1[F:29]. Procedure: The title compound was prepared from 2-[5-bromo-1-(2-methoxyethyl)-1H-imidazol-4-yl]pyridine-4-carbonitrile and 4-chloro-3-fluorophenylboronic acid according to the procedure for the preparation of Example 3, part A. [M+H] Calc'd for C18H14ClFN4O, 358. Found, 357, 359. The reactants are ClC1=CC=C(C=C1)N1C(C(CC1)COS(=O)(=O)C)=O (1-(4-chlorophenyl)-3-mesyloxymethyl-2-pyrrolidinone), COCCCN1CCNCC1 (1-(3-methoxypropyl)piperazine). Product: ClC1=CC=C(C=C1)N1C(C(CC1)CN1CCN(CC1)CCCOC)=O (1-(4-chlorophenyl)-3-(4-(3-methoxypropyl)piperazin-1-yl)methyl-2-pyrrolidinone). As a reaction SMILES: [Cl:1][C:2]1[CH:7]=[CH:6][C:5]([N:8]2[CH2:12][CH2:11][CH:10]([CH2:13]OS(C)(=O)=O)[C:9]2=[O:19])=[CH:4][CH:3]=1.[CH3:20][O:21][CH2:22][CH2:23][CH2:24][N:25]1[CH2:30][CH2:29][NH:28][CH2:27][CH2:26]1>>[Cl:1][C:2]1[CH:7]=[CH:6][C:5]([N:8]2[CH2:12][CH2:11][CH:10]([CH2:13][N:28]3[CH2:29][CH2:30][N:25]([CH2:24][CH2:23][CH2:22][O:21][CH3:20])[CH2:26][CH2:27]3)[C:9]2=[O:19])=[CH:4][CH:3]=1. Procedure details: The title compound was prepared from 1-(4-chlorophenyl)-3-mesyloxymethyl-2-pyrrolidinone and 1-(3-methoxypropyl)piperazine, in the same manner as in Preparation Example 1(8).